This data is from the Open Reaction Database (ORD), a public repository of structured organic reaction records. The task is: describe an organic reaction: reactants, conditions, products, and yield Reactants: FC1=C(C=CC(=C1)F)CNC(=O)C=1C(C(=C2N(C[C@@H]3N(C2=O)C[C@@H]2N3CCC2)C1)OCC1=CC=CC=C1)=O ((4aS,13aR)—N-[(2,4-Difluorophenyl)methyl]-9,11-dioxo-10-[(phenylmethyl)oxy]-2,3,4a,5,9,11,13,13a-octahydro-1H-pyrido[1,2-a]pyrrolo[1′,2′:3,4]imidazo[1,2-d]pyrazine-8-carboxamide). The reagents and catalysts are C(C)(=O)O (acetic acid). Solvent: ClCCCl (1,2-dichloroethane). Yields the product 16a, N1[C@H](CCC1)CN ([(2R)-2-pyrrolidinylmethyl]amine), FC1=C(C=CC(=C1)F)CNC(=O)C=1C(C(=C2N(C[C@@H]3N(C2=O)C[C@@H]2N3CCC2)C1)OCC1=CC=CC=C1)=O ((4aS,13aR)—N-[(2,4-difluorophenyl)methyl]-9,11-dioxo-10-[(phenylmethyl)oxy]-2,3,4a,5,9,11,13,13a-octahydro-1H-pyrido[1,2-a]pyrrolo[1′,2′:3,4]imidazo[1,2-d]pyrazine-8-carboxamide). The yield is 67.0%. As a reaction SMILES: [F:1][C:2]1[CH:7]=[C:6]([F:8])[CH:5]=[CH:4][C:3]=1[CH2:9][NH:10][C:11]([C:13]1[C:14](=[O:38])[C:15]([O:30][CH2:31][C:32]2[CH:37]=[CH:36][CH:35]=[CH:34][CH:33]=2)=[C:16]2[C:21](=[O:22])[N:20]3[CH2:23][C@H:24]4[CH2:28][CH2:27][CH2:26][N:25]4[C@@H:19]3[CH2:18][N:17]2[CH:29]=1)=[O:12]>ClCCCl.C(O)(=O)C>[NH:25]1[CH2:26][CH2:27][CH2:28][C@@H:24]1[CH2:23][NH2:20].[F:1][C:2]1[CH:7]=[C:6]([F:8])[CH:5]=[CH:4][C:3]=1[CH2:9][NH:10][C:11]([C:13]1[C:14](=[O:38])[C:15]([O:30][CH2:31][C:32]2[CH:33]=[CH:34][CH:35]=[CH:36][CH:37]=2)=[C:16]2[C:21](=[O:22])[N:20]3[CH2:23][C@H:24]4[CH2:28][CH2:27][CH2:26][N:25]4[C@@H:19]3[CH2:18][N:17]2[CH:29]=1)=[O:12]. Reported procedure: (4aS,13aR)—N-[(2,4-Difluorophenyl)methyl]-9,11-dioxo-10-[(phenylmethyl)oxy]-2,3,4a,5,9,11,13,13a-octahydro-1H-pyrido[1,2-a]pyrrolo[1′,2′:3,4]imidazo[1,2-d]pyrazine-8-carboxamide. In a similar manner as described in example Z-2 from 16a (435 mg, 0.93 mmol) and [(2R)-2-pyrrolidinylmethyl]amine (200 mg, 2.0 mmol) in 1,2-dichloroethane (20 mL) and 15 drops of glacial acetic acid was obtained (4aS,13aR)—N-[(2,4-difluorophenyl)methyl]-9,11-dioxo-10-[(phenylmethyl)oxy]-2,3,4a,5,9,11,13,13a-octahydro-1H... Starting materials: O=C([O-])O, ClCCl, CC(C)(C)OC(=O)NC1CCC(c2cccc(F)c2F)Cn2c(CC(F)(F)F)cnc21, [Na+], O=C(O)C(F)(F)F. RXN SMILES: [C:39](=[O:40])([OH:41])[O-:42].[Cl:44][CH2:45][Cl:46].[F:8][c:9]1[c:10]([CH:16]2[CH2:17][CH2:18][CH:19]([NH:31][C:32](=[O:33])[O:34][C:35]([CH3:36])([CH3:37])[CH3:38])[c:20]3[n:21]([c:23]([CH2:26][C:27]([F:28])([F:29])[F:30])[cH:24][n:25]3)[CH2:22]2)[cH:11][cH:12][cH:13][c:14]1[F:15].[Na+:43].[OH:1][C:2]([C:3]([F:4])([F:5])[F:6])=[O:7]>>[F:8][c:9]1[c:10]([CH:16]2[CH2:17][CH2:18][CH:19]([NH2:31])[c:20]3[n:21]([c:23]([CH2:26][C:27]([F:28])([F:29])[F:30])[cH:24][n:25]3)[CH2:22]2)[cH:11][cH:12][cH:13][c:14]1[F:15]. Product: NC1CCC(c2cccc(F)c2F)Cn2c(CC(F)(F)F)cnc21. Starting materials: COC(=O)Cn1c(C)cc(Sc2ccccc2)c([N+](=O)[O-])c1=O, CO, Cl, O, [Zn]. Product: COC(=O)Cn1c(C)cc(Sc2ccccc2)c(N)c1=O. Reaction SMILES: [CH3:1][c:2]1[cH:3][c:4]([S:17][c:18]2[cH:19][cH:20][cH:21][cH:22][cH:23]2)[c:5]([N+:14]([O-:15])=[O:16])[c:6](=[O:13])[n:7]1[CH2:8][C:9](=[O:10])[O:11][CH3:12].[CH3:26][OH:27].[ClH:24].[OH2:25].[Zn:28]>>[CH3:1][c:2]1[cH:3][c:4]([S:17][c:18]2[cH:19][cH:20][cH:21][cH:22][cH:23]2)[c:5]([NH2:14])[c:6](=[O:13])[n:7]1[CH2:8][C:9](=[O:10])[O:11][CH3:12]. Starting materials: Br, CC1CCNCC(C)N1, Cc1cncc2cccc(S(=O)(=O)Cl)c12, c1ccncc1. Product: Cc1cncc2cccc(S(=O)(=O)N3CCC(C)NC(C)C3)c12, Cl. As a reaction SMILES: [BrH:1].[CH3:2][CH:3]1[NH:4][CH:5]([CH3:10])[CH2:6][CH2:7][NH:8][CH2:9]1.[Cl:11][S:12](=[O:13])(=[O:14])[c:15]1[c:16]2[c:17]([CH3:25])[cH:18][n:19][cH:20][c:21]2[cH:22][cH:23][cH:24]1.[cH:26]1[cH:27][cH:28][n:29][cH:30][cH:31]1>>[CH3:2][CH:3]1[NH:4][CH:5]([CH3:10])[CH2:6][CH2:7][N:8]([S:12](=[O:13])(=[O:14])[c:15]2[c:16]3[c:17]([CH3:25])[cH:18][n:19][cH:20][c:21]3[cH:22][cH:23][cH:24]2)[CH2:9]1.[ClH:11]. Starting materials: NC1Cc2ccccc2C1, O=C(O)c1cccc(-c2nc(N3CCOCC3)nc3c2CCN3c2ccncc2)c1. Product: O=C(NC1Cc2ccccc2C1)c1cccc(-c2nc(N3CCOCC3)nc3c2CCN3c2ccncc2)c1. Reaction SMILES: [CH2:31]1[CH:32]([NH2:40])[CH2:33][c:34]2[cH:35][cH:36][cH:37][cH:38][c:39]21.[O:1]1[CH2:2][CH2:3][N:4]([c:7]2[n:8][c:9](-[c:22]3[cH:23][c:24]([C:25](=[O:26])[OH:27])[cH:28][cH:29][cH:30]3)[c:10]3[c:11]([n:12]2)[N:13]([c:16]2[cH:17][cH:18][n:19][cH:20][cH:21]2)[CH2:14][CH2:15]3)[CH2:5][CH2:6]1>>[O:1]1[CH2:2][CH2:3][N:4]([c:7]2[n:8][c:9](-[c:22]3[cH:23][c:24]([C:25](=[O:27])[NH:40][CH:32]4[CH2:31][c:39]5[c:34]([cH:35][cH:36][cH:37][cH:38]5)[CH2:33]4)[cH:28][cH:29][cH:30]3)[c:10]3[c:11]([n:12]2)[N:13]([c:16]2[cH:17][cH:18][n:19][cH:20][cH:21]2)[CH2:14][CH2:15]3)[CH2:5][CH2:6]1. Starting materials: C1CCOC1, O=C1CCC(=O)N1Cl, CC(=O)NCCOc1ccc2c(ccn2S(=O)(=O)c2ccccc2)c1. The product is CC(=O)NCCOc1ccc2c(c1)c(Cl)cn2S(=O)(=O)c1ccccc1. Reaction SMILES: [CH2:34]1[O:35][CH2:36][CH2:37][CH2:38]1.[Cl:1][N:2]1[C:3](=[O:4])[CH2:5][CH2:6][C:7]1=[O:8].[c:9]1([S:15](=[O:16])(=[O:17])[n:18]2[cH:19][cH:20][c:21]3[cH:22][c:23]([O:27][CH2:28][CH2:29][NH:30][C:31]([CH3:32])=[O:33])[cH:24][cH:25][c:26]23)[cH:10][cH:11][cH:12][cH:13][cH:14]1>>[Cl:1][c:20]1[cH:19][n:18]([S:15]([c:9]2[cH:10][cH:11][cH:12][cH:13][cH:14]2)(=[O:16])=[O:17])[c:26]2[c:21]1[cH:22][c:23]([O:27][CH2:28][CH2:29][NH:30][C:31]([CH3:32])=[O:33])[cH:24][cH:25]2.